From a dataset of the Open Reaction Database (ORD), a public repository of structured organic reaction records. describe an organic reaction: reactants, conditions, products, and yield Reaction SMILES: Cl[C:2]1[C:7]([F:8])=[CH:6][CH:5]=[CH:4][N:3]=1.[C:9](=[NH:22])([C:16]1[CH:21]=[CH:20][CH:19]=[CH:18][CH:17]=1)[C:10]1[CH:15]=[CH:14][CH:13]=[CH:12][CH:11]=1.C([O-])([O-])=O.[Cs+].[Cs+]>C([O-])(=O)C.[Pd+2].C([O-])(=O)C.C1C=CC(P(C2C(C3C(P(C4C=CC=CC=4)C4C=CC=CC=4)=CC=C4C=3C=CC=C4)=C3C(C=CC=C3)=CC=2)C2C=CC=CC=2)=CC=1.C1(C)C=CC=CC=1>[C:9](=[N:22][C:2]1[C:7]([F:8])=[CH:6][CH:5]=[CH:4][N:3]=1)([C:16]1[CH:17]=[CH:18][CH:19]=[CH:20][CH:21]=1)[C:10]1[CH:15]=[CH:14][CH:13]=[CH:12][CH:11]=1 |f:2.3.4,5.6.7|. Reported procedure: A mixture of 2-chloro-3-fluoropyridine (21.0 g, 0.16 mol), benzophenone imine (32.3 g, 0.18 mol), Cs2CO3 (73.0 g, 0.23 mol), BINAP (5.96 g, 9.6 mmol), palladium(II) acetate (1.45 g, 6.4 mmol) and toluene (370 ml) were heated to 95° C. for 42 h, then cooled, filtered and the residue extracted with further toluene (2×210 ml). The filtrate was washed with 0.5 N hydrochloric acid (200 ml) and saturated aqueous NaHCO3 (200 ml), dried over anhydrous MgSO4 and concentrated in vacuo, affording crude ben... Reagents/catalysts: C(C)(=O)[O-].[Pd+2].C(C)(=O)[O-] (palladium(II) acetate), C=1C=CC(=CC1)P(C=2C=CC=CC2)C3=CC=C4C=CC=CC4=C3C5=C6C=CC=CC6=CC=C5P(C=7C=CC=CC7)C=8C=CC=CC8 (BINAP). The reactants are ClC1=NC=CC=C1F (2-chloro-3-fluoropyridine), C(C1=CC=CC=C1)(C1=CC=CC=C1)=N (benzophenone imine), C(=O)([O-])[O-].[Cs+].[Cs+] (Cs2CO3). Isolated yield 111.7%. The product is C(C1=CC=CC=C1)(C1=CC=CC=C1)=NC1=NC=CC=C1F (benzhydrylidene(3-fluoropyridin-2-yl)amine). Run in C1(=CC=CC=C1)C (toluene). Conditions: temperature 95 celsius. Starting materials: N1CCCC1 (Pyrrolidine), C(C)(=O)NC=1C(=C2C3=C(C(N(C(C3=CC=C2)=O)OC(C)(C)C)=O)C1)Cl (5-acetamido-2-tert-butyloxy-6-chloro benzo[de]isoquinoline-1,3-dione). Solvent: O (water). Reaction conditions: temperature 100 celsius. Yields the product C(C)(=O)NC=1C(=C2C3=C(C(N(C(C3=CC=C2)=O)OC(C)(C)C)=O)C1)N1CCCC1 (5-Acetamido-2-tert-butyloxy-6-(pyrrolidin-1-yl)-benzo[de]isoquinoline-1,3-dione). The yield is 94.8%. RXN SMILES: [NH:1]1[CH2:5][CH2:4][CH2:3][CH2:2]1.[C:6]([NH:9][C:10]1[C:11](Cl)=[C:12]2[CH:21]=[CH:20][CH:19]=[C:18]3[C:13]2=[C:14]([CH:29]=1)[C:15](=[O:28])[N:16]([O:23][C:24]([CH3:27])([CH3:26])[CH3:25])[C:17]3=[O:22])(=[O:8])[CH3:7]>O>[C:6]([NH:9][C:10]1[C:11]([N:1]2[CH2:5][CH2:4][CH2:3][CH2:2]2)=[C:12]2[CH:21]=[CH:20][CH:19]=[C:18]3[C:13]2=[C:14]([CH:29]=1)[C:15](=[O:28])[N:16]([O:23][C:24]([CH3:26])([CH3:25])[CH3:27])[C:17]3=[O:22])(=[O:8])[CH3:7]. Procedure: Pyrrolidine (0.85 g, 12.0 mmol) was added to 5-acetamido-2-tert-butyloxy-6-chloro benzo[de]isoquinoline-1,3-dione (0.30 g, 0.8 mmol, from Example P2). The solution was heated at 100° C. overnight followed by addition of water (10 mL). The precipitate was filtered to give 0.30 g of the title compound. Reactants: [I-].ClC1=[N+](C=CC=C1)C (2-chloro-1-methyl-pyridinium iodide), NC=1SC=C(N1)/C(/C(=O)O)=N/OCCI (2-(2-amino-4-thiazolyl)-2-[(Z)-(2-iodoethoxy)imino]-acetic acid), N[C@@H]1C(N([C@@H]1COC(N)=O)S(=O)(=O)O)=O ((3S,4S)-3-amino-4-carbamoyloxymethyl-2-oxo-1-azetidinesulphonic acid). Run in C(C)N(CC)CC (triethylamine). Run at time 2 hour. The product is NC=1SC=C(N1)/C(/C(=O)N[C@@H]1C(N([C@@H]1COC(N)=O)S(=O)(=O)O)=O)=N/OCCI ((3S,4S)-3-[(Z)-2-(2-amino-4-thiazolyl)-2-[(2-iodoethoxy)imino]acetamido]-4-carbamoyloxymethyl-2-oxo-1-azetidinesulphonic acid). Yield: 50.0%. RXN SMILES: [I-].ClC1C=CC=C[N+]=1C.[NH2:10][C:11]1[S:12][CH:13]=[C:14](/[C:16](=[N:20]/[O:21][CH2:22][CH2:23][I:24])/[C:17]([OH:19])=O)[N:15]=1.[NH2:25][C@H:26]1[C@@H:29]([CH2:30][O:31][C:32](=[O:34])[NH2:33])[N:28]([S:35]([OH:38])(=[O:37])=[O:36])[C:27]1=[O:39]>C(N(CC)CC)C>[NH2:10][C:11]1[S:12][CH:13]=[C:14](/[C:16](=[N:20]/[O:21][CH2:22][CH2:23][I:24])/[C:17]([NH:25][C@H:26]2[C@@H:29]([CH2:30][O:31][C:32](=[O:34])[NH2:33])[N:28]([S:35]([OH:38])(=[O:36])=[O:37])[C:27]2=[O:39])=[O:19])[N:15]=1 |f:0.1|. Reported procedure: 7.7 g of 2-chloro-1-methyl-pyridinium iodide are added to a solution of 6.8 g of 2-(2-amino-4-thiazolyl)-2-[(Z)-(2-iodoethoxy)imino]-acetic acid, 4.8 g of (3S,4S)-3-amino-4-carbamoyloxymethyl-2-oxo-1-azetidinesulphonic acid and 8.4 g of triethylamine in 50 ml of dimethylformide and the mixture is stirred for 2 hours. After removal of the solvent under reduced pressure at about 25° C., the residue is taken up in 250 ml of water and washed with 100 ml of ethyl acetate and twice with 100 ml of dich... The reactants are BrC1=CC=C(C=C1)C=1N=C(N2C1C(=NC=C2)N)C2CCC2 (1-(4-bromo-phenyl)-3-cyclobutyl-imidazo[1,5-a]pyrazin-8-ylamine), FC1=CC=C(C=C1)O (4-fluorophenol), C(=O)([O-])[O-].[Cs+].[Cs+] (Cs2CO3), Cl.CN(CC(=O)O)C (N,N-dimethylglycine hydrochloride). Reagents/catalysts: [Cu]I (copper(I) iodide). Solvent: O1CCOCC1 (dioxane), CN(C)C=O (DMF). Yields the product C1(CCC1)C1=NC(=C2N1C=CN=C2N)C2=CC=C(C=C2)OC2=CC=C(C=C2)F (3-Cyclobutyl-1-[4-(4-fluorophenoxy)-phenyl]-imidazo[1,5-a]pyrazin-8-ylamine). RXN SMILES: Br[C:2]1[CH:7]=[CH:6][C:5]([C:8]2[N:9]=[C:10]([CH:18]3[CH2:21][CH2:20][CH2:19]3)[N:11]3[CH:16]=[CH:15][N:14]=[C:13]([NH2:17])[C:12]=23)=[CH:4][CH:3]=1.[F:22][C:23]1[CH:28]=[CH:27][C:26]([OH:29])=[CH:25][CH:24]=1.C([O-])([O-])=O.[Cs+].[Cs+].Cl.CN(C)CC(O)=O>[Cu]I.CN(C=O)C.O1CCOCC1>[CH:18]1([C:10]2[N:11]3[CH:16]=[CH:15][N:14]=[C:13]([NH2:17])[C:12]3=[C:8]([C:5]3[CH:6]=[CH:7][C:2]([O:29][C:26]4[CH:27]=[CH:28][C:23]([F:22])=[CH:24][CH:25]=4)=[CH:3][CH:4]=3)[N:9]=2)[CH2:21][CH2:20][CH2:19]1 |f:2.3.4,5.6|. Reported procedure: A mixture of 1-(4-bromo-phenyl)-3-cyclobutyl-imidazo[1,5-a]pyrazin-8-ylamine (30.0 mg, 0.0874 mmol), 4-fluorophenol (29.4 mg, 0.262 mmol), copper(I) iodide (5 mg, 0.03 mmol), Cs2CO3 (114 mg, 0.350 mmol), N,N-dimethylglycine hydrochloride (10 mg, 0.08 mmol) and 5:1 dioxane:DMF (1 mL) was microwaved at 120° C. for 4 h (CEM; PowerMAX). The mixture was filtered through a syringe filter pad to remove any solid particles, then concentrated in vacuo. DMF (1 mL) was added to bring the mixture to a homog... The reactants are CC(=O)Cl, CO, Cl, O=C(O)C(NCc1cccc(C(F)(F)F)c1)c1cn(Cc2ccccc2)c2ccccc12, [Na+], O=C([O-])O. The product is COC(=O)C(NCc1cccc(C(F)(F)F)c1)c1cn(Cc2ccccc2)c2ccccc12. RXN SMILES: [CH3:1][C:2](=[O:3])[Cl:4].[CH3:43][OH:44].[ClH:5].[F:6][C:7]([c:8]1[cH:9][c:10]([CH2:11][NH:12][CH:13]([C:14](=[O:15])[OH:16])[c:17]2[cH:18][n:19]([CH2:26][c:27]3[cH:28][cH:29][cH:30][cH:31][cH:32]3)[c:20]3[cH:21][cH:22][cH:23][cH:24][c:25]23)[cH:33][cH:34][cH:35]1)([F:36])[F:37].[Na+:42].[O-:38][C:39]([OH:40])=[O:41]>>[CH3:1][O:16][C:14]([CH:13]([NH:12][CH2:11][c:10]1[cH:9][c:8]([C:7]([F:6])([F:36])[F:37])[cH:35][cH:34][cH:33]1)[c:17]1[cH:18][n:19]([CH2:26][c:27]2[cH:28][cH:29][cH:30][cH:31][cH:32]2)[c:20]2[cH:21][cH:22][cH:23][cH:24][c:25]12)=[O:15]. Reactants: O=c1ccccn1C(=S)n1ccccc1=O, ClCCl, Nc1cc(Oc2ccccc2)ncn1. Product: S=C=Nc1cc(Oc2ccccc2)ncn1. As a reaction SMILES: [C:15](=[S:16])([n:17]1[cH:18][cH:19][cH:20][cH:21][c:22]1=[O:23])[n:24]1[cH:25][cH:26][cH:27][cH:28][c:29]1=[O:30].[Cl:31][CH2:32][Cl:33].[O:1]([c:2]1[cH:3][cH:4][cH:5][cH:6][cH:7]1)[c:8]1[cH:9][c:10]([NH2:14])[n:11][cH:12][n:13]1>>[O:1]([c:2]1[cH:3][cH:4][cH:5][cH:6][cH:7]1)[c:8]1[cH:9][c:10]([N:14]=[C:15]=[S:16])[n:11][cH:12][n:13]1. Reactants: COC(C1=C(C=C(C=C1)O)Cl)=O (2-Chloro-4-hydroxy-benzoic acid methyl ester), C(C)(C)(C)OC(=O)N1CCN(CC1)C(CBr)=O (4-(2-Bromo-acetyl)-piperazine-1-carboxylic acid tert-butyl ester), C([O-])([O-])=O.[K+].[K+] (potassium carbonate). Solvent: C(C)#N (acetonitrile). Yields the product C(C)(C)(C)OC(=O)N1CCN(CC1)C(COC1=CC(=C(C=C1)C(=O)OC)Cl)=O (4-[2-(3-Chloro-4-methoxycarbonyl-phenoxy)-acetyl]-piperazine-1-carboxylic Acid Tert-butyl Ester). The yield is 100.0%. RXN SMILES: [CH3:1][O:2][C:3](=[O:12])[C:4]1[CH:9]=[CH:8][C:7]([OH:10])=[CH:6][C:5]=1[Cl:11].[C:13]([O:17][C:18]([N:20]1[CH2:25][CH2:24][N:23]([C:26](=[O:29])[CH2:27]Br)[CH2:22][CH2:21]1)=[O:19])([CH3:16])([CH3:15])[CH3:14].C(=O)([O-])[O-].[K+].[K+]>C(#N)C>[C:13]([O:17][C:18]([N:20]1[CH2:21][CH2:22][N:23]([C:26](=[O:29])[CH2:27][O:10][C:7]2[CH:8]=[CH:9][C:4]([C:3]([O:2][CH3:1])=[O:12])=[C:5]([Cl:11])[CH:6]=2)[CH2:24][CH2:25]1)=[O:19])([CH3:16])([CH3:14])[CH3:15] |f:2.3.4|. Reported procedure: 2-Chloro-4-hydroxy-benzoic acid methyl ester from example E41b (2.0 g, 10.9 mmol) and 4-(2-Bromo-acetyl)-piperazine-1-carboxylic acid tert-butyl ester from Example E41a (3.68 g, 12.0 mmol) in acetonitrile (30 ml) were treated with potassium carbonate (1.6 g, 11.5 mmol), and the mixture heated at reflux 18 h. before the solvents were removed in vacuo. The residue was adsorbed onto silica gel and purified by flash chromatography on silica gel (eluant; 20% EtOAc:80% cyclohexane to 50% EtOAc:50% cyc... Reactants: FC1=CC=C(C=C1)/C=C/C1=CC=C(C=C1)S(=O)(=O)C1=C(C=CC=C1)[C@H](C)O ((1S)-1-[2-({4-[(E)-2-(4-fluorophenyl)vinyl]phenyl}sulfonyl)phenyl]ethanol), C[N+]1(CCOCC1)[O-] (N-methylmorpholine-N-oxide). The reagents and catalysts are [Ru](=O)(=O)(=O)[O-].C(CC)[N+](CCC)(CCC)CCC (tetra(n-propyl)ammonium perruthenate). The solvent is C(Cl)Cl (CH2Cl2). Conditions: time 20 minute. The product is FC1=CC=C(C=C1)/C=C/C1=CC=C(C=C1)S(=O)(=O)C1=C(C=CC=C1)C(C)=O (1-[2-({4-[(E)-2-(4-fluorophenyl)vinyl]phenyl}sulfonyl)phenyl]ethanone). The yield is 84.9%. RXN SMILES: [F:1][C:2]1[CH:7]=[CH:6][C:5](/[CH:8]=[CH:9]/[C:10]2[CH:15]=[CH:14][C:13]([S:16]([C:19]3[CH:24]=[CH:23][CH:22]=[CH:21][C:20]=3[C@@H:25]([OH:27])[CH3:26])(=[O:18])=[O:17])=[CH:12][CH:11]=2)=[CH:4][CH:3]=1.C[N+]1([O-])CCOCC1>[Ru]([O-])(=O)(=O)=O.C([N+](CCC)(CCC)CCC)CC.C(Cl)Cl>[F:1][C:2]1[CH:3]=[CH:4][C:5](/[CH:8]=[CH:9]/[C:10]2[CH:15]=[CH:14][C:13]([S:16]([C:19]3[CH:24]=[CH:23][CH:22]=[CH:21][C:20]=3[C:25](=[O:27])[CH3:26])(=[O:18])=[O:17])=[CH:12][CH:11]=2)=[CH:6][CH:7]=1 |f:2.3|. Procedure details: (1S)-1-[2-({4-[(E)-2-(4-fluorophenyl)vinyl]phenyl}sulfonyl)phenyl]ethanol (Example 135; 100 mg, 0.26 mmol), N-methylmorpholine-N-oxide (46 mg, 0.39 mmol), 4 Å activated molecular sieves (100 mg) and CH2Cl2 (2.6 mL) were combined under N2 and stirred for 20 minutes prior to addition of tetra(n-propyl)ammonium perruthenate (4.6 mg, 0.013 mmol). After a further 20 minutes, the mixture purified by flash chromatography (eluant 40% EtOAc/isohexane) to afford 1-[2-({4-[(E)-2-(4-fluorophenyl)vinyl]pheny... The reactants are CCC1CC(Nc2ccc(N3CCOCC3)cn2)c2cc(C(F)(F)F)ccc2N1C(=O)OCC(C)(C)C(=O)OC(C)(C)C, CCCC[N+](CCCC)(CCCC)CCCC, CCOC(C)=O, COC(C)(C)C, Cl, FC(F)(F)c1cc(CBr)cc(C(F)(F)F)c1, [I-]. Yields the product CCC1CC(N(Cc2cc(C(F)(F)F)cc(C(F)(F)F)c2)c2ccc(N3CCOCC3)cn2)c2cc(C(F)(F)F)ccc2N1C(=O)OCC(C)(C)C(=O)OC(C)(C)C. Reaction SMILES: [C:1]([CH3:2])([CH3:3])([CH3:4])[O:5][C:6](=[O:7])[C:8]([CH2:9][O:10][C:11](=[O:12])[N:13]1[CH:14]([CH2:40][CH3:41])[CH2:15][CH:16]([NH:27][c:28]2[n:29][cH:30][c:31]([N:34]3[CH2:35][CH2:36][O:37][CH2:38][CH2:39]3)[cH:32][cH:33]2)[c:17]2[cH:18][c:19]([C:23]([F:24])([F:25])[F:26])[cH:20][cH:21][c:22]21)([CH3:42])[CH3:43].[CH2:68]([N+:69]([CH2:70][CH2:71][CH2:72][CH3:73])([CH2:74][CH2:75][CH2:76][CH3:77])[CH2:78][CH2:79][CH2:80][CH3:81])[CH2:82][CH2:83][CH3:84].[CH3:61][CH2:62][O:63][C:64](=[O:65])[CH3:66].[CH3:85][O:86][C:87]([CH3:88])([CH3:89])[CH3:90].[ClH:60].[F:44][C:45]([c:46]1[cH:47][c:48]([CH2:49][Br:50])[cH:51][c:52]([C:54]([F:55])([F:56])[F:57])[cH:53]1)([F:58])[F:59].[I-:67]>>[C:1]([CH3:2])([CH3:3])([CH3:4])[O:5][C:6](=[O:7])[C:8]([CH2:9][O:10][C:11](=[O:12])[N:13]1[CH:14]([CH2:40][CH3:41])[CH2:15][CH:16]([N:27]([c:28]2[n:29][cH:30][c:31]([N:34]3[CH2:35][CH2:36][O:37][CH2:38][CH2:39]3)[cH:32][cH:33]2)[CH2:49][c:48]2[cH:47][c:46]([C:45]([F:44])([F:58])[F:59])[cH:53][c:52]([C:54]([F:55])([F:56])[F:57])[cH:51]2)[c:17]2[cH:18][c:19]([C:23]([F:24])([F:25])[F:26])[cH:20][cH:21][c:22]21)([CH3:42])[CH3:43].